Dataset: the Open Reaction Database (ORD), a public repository of structured organic reaction records. Task: describe an organic reaction: reactants, conditions, products, and yield Starting materials: O1C(=CC=C1)C=1N=C(SC1C(N(C)OC)=O)NC(=O)C1=CC=NC=C1 (N-[4-(2-Furyl)-5-(N-methoxy-N-methylcarbamoyl)thiazol-2-yl]pyridine-4-carboxamide), [Cl-].[NH4+] (ammonium chloride), solution, C1(CC1)[Mg]Br (cyclopropylmagnesium bromide). Solvent: C1CCOC1 (THF), C1CCOC1 (THF). Conditions: time 2.5 hour. The product is C1(CC1)C(=O)C1=C(N=C(S1)NC(=O)C1=CC=NC=C1)C=1OC=CC1 (N-[5-(Cyclopropylcarbonyl)-4-(2-furyl)thiazol-2-yl]pyridine-4-carboxamide). Yield: 78.0%. Reaction SMILES: [O:1]1[CH:5]=[CH:4][CH:3]=[C:2]1[C:6]1[N:7]=[C:8]([NH:17][C:18]([C:20]2[CH:25]=[CH:24][N:23]=[CH:22][CH:21]=2)=[O:19])[S:9][C:10]=1[C:11](=[O:16])N(OC)C.[CH:26]1([Mg]Br)[CH2:28][CH2:27]1.[Cl-].[NH4+]>C1COCC1>[CH:26]1([C:11]([C:10]2[S:9][C:8]([NH:17][C:18]([C:20]3[CH:21]=[CH:22][N:23]=[CH:24][CH:25]=3)=[O:19])=[N:7][C:6]=2[C:2]2[O:1][CH:5]=[CH:4][CH:3]=2)=[O:16])[CH2:28][CH2:27]1 |f:2.3|. Procedure details: Compound 98 (127 mg, 0.355 mmol) was suspended in THF (2.5 mL), and a 0.5 mol/L solution of cyclopropylmagnesium bromide in THF (4.00 mL, 2.00 mmol) was added thereto under ice-cooling, followed by stirring at room temperature for 2.5 hours. A saturated aqueous solution of ammonium chloride was added to the reaction mixture, followed by extraction with a mixed solvent (4:1) of chloroform and 2-propanol. The organic layer was washed with a saturated aqueous solution of sodium chloride and dried o... Starting materials: N1=C2C(=CC=C1)CC1=C(O2)C=CC(=C1)CC(C)=O (5H-[1]benzopyrano[2,3-b]pyridin-7-yl-acetone), CN(CCCl)C (2-dimethylaminoethyl chloride), O (water). Solvent: [Na] (sodium), C(C)(C)O (isopropyl alcohol). Product: N1=C2C(=CC=C1)CC1=C(O2)C=CC(=C1)C(C(C)=O)CCN(C)C (3-(5H-[1]benzopyrano[2,3-b]-pyridin-7-yl)-5-dimethylamino-2-pentanone). Isolated yield 56.4%. Reaction SMILES: [N:1]1[CH:6]=[CH:5][CH:4]=[C:3]2[CH2:7][C:8]3[CH:14]=[C:13]([CH2:15][C:16](=[O:18])[CH3:17])[CH:12]=[CH:11][C:9]=3[O:10][C:2]=12.O.[CH3:20][N:21]([CH3:25])[CH2:22][CH2:23]Cl>[Na].C(O)(C)C>[N:1]1[CH:6]=[CH:5][CH:4]=[C:3]2[CH2:7][C:8]3[CH:14]=[C:13]([CH:15]([CH2:23][CH2:22][N:21]([CH3:25])[CH3:20])[C:16](=[O:18])[CH3:17])[CH:12]=[CH:11][C:9]=3[O:10][C:2]=12 |^1:25|. Procedure: 4.1 g of 5H-[1]benzopyrano[2,3-b]pyridin-7-yl-acetone is dissolved in a solution of 0.44 g of metallic sodium in 20 ml of absolute isopropyl alcohol by warming to 50°-60°C. The solution is water-cooled, 2.3 g of 2-dimethylaminoethyl chloride is added, and the mixture is stirred under reflux for 1 hour. The reaction mixture is concentrated, chloroform and water are added to the residue, and the mixture is shaken. The chloroform layer is separated and extracted with dilute hydrochloric acid, and t... Starting materials: FC=1C=C2C(=C(NC2=CC1)CCC(=O)N1CC2C(C2C1)(C)C=1C=C(C=CC1)NS(=O)(=O)C)C (N-(3-{3-[3-(5-fluoro-3-methyl-1H-indol-2-yl)propanoyl]-6-methyl-3-azabicyclo[3.1.0]hex-6-yl}phenyl)methanesulfonamide), [H-].[Al+3].[Li+].[H-].[H-].[H-] (lithium aluminium hydride), O (water), C(O)([O-])=O.[Na+] (sodium hydrogen carbonate). Solvent: O1CCCC1 (tetrahydrofuran), C(C)(=O)OCC (ethyl acetate). Run at time 8 hour. Yields the product FC=1C=C2C(=C(NC2=CC1)CCCN1CC2C(C2C1)(C)C=1C=C(C=CC1)NS(=O)(=O)C)C (N-(3-{3-[3-(5-Fluoro-3-methyl-1H-indol-2-yl)propyl]-6-methyl-3-azabicyclo[3.1.0]hex-6-yl}phenyl)methanesulfonamide). Isolated yield 97.9%. RXN SMILES: [F:1][C:2]1[CH:3]=[C:4]2[C:8](=[CH:9][CH:10]=1)[NH:7][C:6]([CH2:11][CH2:12][C:13]([N:15]1[CH2:20][CH:19]3[CH:17]([C:18]3([C:22]3[CH:23]=[C:24]([NH:28][S:29]([CH3:32])(=[O:31])=[O:30])[CH:25]=[CH:26][CH:27]=3)[CH3:21])[CH2:16]1)=O)=[C:5]2[CH3:33].[H-].[Al+3].[Li+].[H-].[H-].[H-].O.C(=O)([O-])O.[Na+]>O1CCCC1.C(OCC)(=O)C>[F:1][C:2]1[CH:3]=[C:4]2[C:8](=[CH:9][CH:10]=1)[NH:7][C:6]([CH2:11][CH2:12][CH2:13][N:15]1[CH2:20][CH:19]3[CH:17]([C:18]3([C:22]3[CH:23]=[C:24]([NH:28][S:29]([CH3:32])(=[O:31])=[O:30])[CH:25]=[CH:26][CH:27]=3)[CH3:21])[CH2:16]1)=[C:5]2[CH3:33] |f:1.2.3.4.5.6,8.9|. Reported procedure: To a solution of N-(3-{3-[3-(5-fluoro-3-methyl-1H-indol-2-yl)propanoyl]-6-methyl-3-azabicyclo[3.1.0]hex-6-yl}phenyl)methanesulfonamide (Preparation 128, 100 mg, 0.213 mmol) in anhydrous tetrahydrofuran (2.5 ml) under a nitrogen atmosphere at 0° C. was added dropwise lithium aluminium hydride (1.0M solution in tetrahydrofuran, 0.42 ml, 0.42 mmol) and the reaction mixture was stirred at room temperature overnight. The rapidly stirred reaction mixture was treated sequentially with water (0.45 ml), ... Starting materials: OC=1NC2=C(N1)C=CC=C2 (2-hydroxybenzimidazole), P(=O)(Cl)(Cl)Cl (phosphorus oxychloride). Product: Cl.ClC=1NC2=C(N1)C=CC=C2 (2-Chlorobenzimidazole hydrochloride). As a reaction SMILES: O[C:2]1[NH:3][C:4]2[CH:10]=[CH:9][CH:8]=[CH:7][C:5]=2[N:6]=1.P(Cl)(Cl)([Cl:13])=O>>[ClH:13].[Cl:13][C:2]1[NH:3][C:4]2[CH:10]=[CH:9][CH:8]=[CH:7][C:5]=2[N:6]=1 |f:2.3|. Procedure: A mixture of 2-hydroxybenzimidazole (200 g) and phosphorus oxychloride (1100 ml) was heated at reflux temperature for 1 hr and HCl gas was bubbled into the mixture for 3.5 hr. The excess phosphorus oxychloride was removed on a rotary evaporator. The residual oil was poured into ice water (2 L) and a solid impurity was removed by filtration. The filtrate was basified to pH 8 with concentrated ammonium hydroxide. The solid product was collected and dried at 60° C. in vacuo for 18 hrs. The product ...